From a dataset of the Open Reaction Database (ORD), a public repository of structured organic reaction records. describe an organic reaction: reactants, conditions, products, and yield Reactants: O1CCOCC1 (1,4-dioxane), ClC=1C=C(C=CC1C=C)S(=O)(=O)N(CC(C)C)C1=C(C=C(C=C1)C)C (3-chloro-N-(2,4-dimethylphenyl)-N-isobutyl-4-vinylbenzenesulfonamide), C(C)(C)(C)P(C1=C(C=CC=C1)C1=C(C=C(C=C1C(C)C)C(C)C)C(C)C)C(C)(C)C (2-di-tert-butylphosphino-2′,4′,6′-triisopropylbiphenyl), [OH-].[K+] (potassium hydroxide). Reagents/catalysts: C=1C=CC(=CC1)/C=C/C(=O)/C=C/C2=CC=CC=C2.C=1C=CC(=CC1)/C=C/C(=O)/C=C/C2=CC=CC=C2.C=1C=CC(=CC1)/C=C/C(=O)/C=C/C2=CC=CC=C2.[Pd].[Pd] (tris(dibenzylideneacetone)dipalladium(0)). Solvent: O (water). Reaction conditions: temperature 150 celsius. The product is CC1=C(C=CC(=C1)C)N(S(=O)(=O)C1=CC(=C(C=C1)C=C)O)CC(C)C (N-(2,4-dimethylphenyl)-3-hydroxy-N-isobutyl-4-vinylbenzenesulfonamide). As a reaction SMILES: Cl[C:2]1[CH:3]=[C:4]([S:10]([N:13]([C:18]2[CH:23]=[CH:22][C:21]([CH3:24])=[CH:20][C:19]=2[CH3:25])[CH2:14][CH:15]([CH3:17])[CH3:16])(=[O:12])=[O:11])[CH:5]=[CH:6][C:7]=1[CH:8]=[CH2:9].C(P(C(C)(C)C)C1C=CC=CC=1C1C(C(C)C)=CC(C(C)C)=CC=1C(C)C)(C)(C)C.[OH-].[K+].[O:58]1CCOCC1>C1C=CC(/C=C/C(/C=C/C2C=CC=CC=2)=O)=CC=1.C1C=CC(/C=C/C(/C=C/C2C=CC=CC=2)=O)=CC=1.C1C=CC(/C=C/C(/C=C/C2C=CC=CC=2)=O)=CC=1.[Pd].[Pd].O>[CH3:25][C:19]1[CH:20]=[C:21]([CH3:24])[CH:22]=[CH:23][C:18]=1[N:13]([CH2:14][CH:15]([CH3:17])[CH3:16])[S:10]([C:4]1[CH:5]=[CH:6][C:7]([CH:8]=[CH2:9])=[C:2]([OH:58])[CH:3]=1)(=[O:12])=[O:11] |f:2.3,5.6.7.8.9|. Procedure: 3-chloro-N-(2,4-dimethylphenyl)-N-isobutyl-4-vinylbenzenesulfonamide (250 mg, 0.662 mmol), tris(dibenzylideneacetone)dipalladium(0) (6.06 mg, 6.62 μmol), 2-di-tert-butylphosphino-2′,4′,6′-triisopropylbiphenyl (2.81 mg, 6.62 μmol) and potassium hydroxide (111 mg, 1.985 mmol) were added to a microwave vial. 1,4-dioxane (1 mL) and water (1.000 mL) were then added. The reaction vessel was sealed and heated by microwaves (Biotage Initiator) to 150° C. for 2 hours. LCMS analysis showed the desired pro... The reactants are COC1=CC=C(C=C1)C(C(=O)OCC)=C (ethyl α-(4-methoxyphenyl)acrylate), COC=1C=C(C=CC1)S (3-methoxybenzenethiol). The product is COC1=CC=C(C=C1)C(C(=O)OCC)CSC1=CC(=CC=C1)OC (ethyl 2-(4-methoxyphenyl)-3-(3-methoxyphenylthio)propionate). As a reaction SMILES: [CH3:1][O:2][C:3]1[CH:8]=[CH:7][C:6]([C:9](=[CH2:15])[C:10]([O:12][CH2:13][CH3:14])=[O:11])=[CH:5][CH:4]=1.[CH3:16][O:17][C:18]1[CH:19]=[C:20]([SH:24])[CH:21]=[CH:22][CH:23]=1>>[CH3:1][O:2][C:3]1[CH:4]=[CH:5][C:6]([CH:9]([CH2:15][S:24][C:20]2[CH:21]=[CH:22][CH:23]=[C:18]([O:17][CH3:16])[CH:19]=2)[C:10]([O:12][CH2:13][CH3:14])=[O:11])=[CH:7][CH:8]=1. Reported procedure: A process for preparing a compound of formula (6): ##STR120## characterized in that a compound of formula (1): ##STR121## is reacted with oxalic acid diethyl ester and sodium hydride to produce a compound of formula (2): ##STR122## the resulting compound of formula (2) is reacted with 3-methoxybenzenethiol represented by the formula: ##STR123## to produce a compound of formula (3): ##STR124## the resulting compound of formula (3) is reacted with hydrochloric acid to produce a compound of formula... Reactants: CC(C)O, COc1ccc(CCCC(=O)CCC(=O)O)cc1, Cl, O. Yields the product COc1ccc(CCCC(O)CCC(=O)O)cc1. Reaction SMILES: [CH3:19][CH:20]([OH:21])[CH3:22].[CH3:1][O:2][c:3]1[cH:4][cH:5][c:6]([CH2:9][CH2:10][CH2:11][C:12]([CH2:13][CH2:14][C:15](=[O:16])[OH:17])=[O:18])[cH:7][cH:8]1.[ClH:23].[OH2:24]>>[CH3:1][O:2][c:3]1[cH:4][cH:5][c:6]([CH2:9][CH2:10][CH2:11][CH:12]([CH2:13][CH2:14][C:15](=[O:16])[OH:17])[OH:18])[cH:7][cH:8]1. Reactants: FC(OC1=CC=C(C=C1)N1N=C(N=C1)C1=CC=C(N)C=C1)(F)F (4-(1-(4-(trifluoromethoxy)phenyl)-1H-1,2,4-triazol-3-yl)aniline), C(CC(=O)C)(=O)OC(C)(C)C (t-butyl acetoacetate). Solvent: C1(=CC=CC=C1)C (toluene). Yields the product O=C(CC(=O)NC1=CC=C(C=C1)C1=NN(C=N1)C1=CC=C(C=C1)OC(F)(F)F)C (3-oxo-N-(4-(1-(4-(trifluoromethoxy)phenyl)-1H-1,2,4-triazol-3-yl)phenyl)-butanamide). Yield: 88.8%. RXN SMILES: [F:1][C:2]([F:23])([F:22])[O:3][C:4]1[CH:9]=[CH:8][C:7]([N:10]2[CH:14]=[N:13][C:12]([C:15]3[CH:21]=[CH:20][C:18]([NH2:19])=[CH:17][CH:16]=3)=[N:11]2)=[CH:6][CH:5]=1.[C:24](OC(C)(C)C)(=[O:29])[CH2:25][C:26]([CH3:28])=[O:27]>C1(C)C=CC=CC=1>[O:27]=[C:26]([CH3:28])[CH2:25][C:24]([NH:19][C:18]1[CH:20]=[CH:21][C:15]([C:12]2[N:13]=[CH:14][N:10]([C:7]3[CH:6]=[CH:5][C:4]([O:3][C:2]([F:1])([F:22])[F:23])=[CH:9][CH:8]=3)[N:11]=2)=[CH:16][CH:17]=1)=[O:29]. Procedure: A solution of 4-(1-(4-(trifluoromethoxy)phenyl)-1H-1,2,4-triazol-3-yl)aniline (1.0 g, 3.12 mmol) and t-butyl acetoacetate (0.494 g, 3.12 mmol) in 8 mL of toluene was heated at 90° C. for 2 h, then cooled. The resulting solid was filtered and air-dried to give 1.12 g (89%) of 3-oxo-N-(4-(1-(4-(trifluoromethoxy)phenyl)-1H-1,2,4-triazol-3-yl)phenyl)-butanamide as a tan solid (B10); mp 159-164° C. 1H NMR (CDCl3) δ 9.35 (s, 1H), 8.55 (s, 1H), 8.19-8.09 (d, J=8.7 Hz, 2H), 7.83-7.74 (d, J=9.1 Hz, 2H), ... Reactants: CC1=C(C=NC=C1)OC1=CC=CC=C1 (4-methyl-3-phenoxypyridine), C(C)(=O)OO (peracetic acid), C(C)(C)O (isopropanol), C(C)(=O)OO (peracetic acid). The solvent is C(C)(=O)O (acetic acid), C(C)(=O)O (acetic acid), ClCCl (dichloromethane). Conditions: temperature 60 celsius. Yields the product CC1=C(C=[N+](C=C1)[O-])OC1=CC=CC=C1 (4-methyl-3-phenoxypyridine-1-oxide). Reaction SMILES: [CH3:1][C:2]1[CH:7]=[CH:6][N:5]=[CH:4][C:3]=1[O:8][C:9]1[CH:14]=[CH:13][CH:12]=[CH:11][CH:10]=1.C(OO)(=[O:17])C.C(O)(C)C>C(O)(=O)C.ClCCl>[CH3:1][C:2]1[CH:7]=[CH:6][N+:5]([O-:17])=[CH:4][C:3]=1[O:8][C:9]1[CH:10]=[CH:11][CH:12]=[CH:13][CH:14]=1. Procedure: A solution of 25 g of 4-methyl-3-phenoxypyridine, [J.Med.Chem., 18, 1 (1975)] in 90 ml of glacial acetic acid is treated with 30 ml of 40% peracetic acid in acetic acid and the mixture is stirred and heated at 60° C. for 12 hours. Two further 10 ml portions of 40% peracetic acid are added and the mixture heated 4 hours at 60° C. 100 ml of isopropanol is added and the mixture is heated at 90° C. for 4 hours. The mixture is stripped at reduced pressure and dissolved in 500 ml of dichloromethane. T... The reactants are Cc1ccc(N)cc1-c1ccc(C(=O)NCC2CC2)cc1, O=C(O)C1CCCO1. Yields the product Cc1ccc(NC(=O)C2CCCO2)cc1-c1ccc(C(=O)NCC2CC2)cc1. RXN SMILES: [NH2:1][c:2]1[cH:3][cH:4][c:5]([CH3:21])[c:6](-[c:8]2[cH:9][cH:10][c:11]([C:14](=[O:15])[NH:16][CH2:17][CH:18]3[CH2:19][CH2:20]3)[cH:12][cH:13]2)[cH:7]1.[O:22]1[CH:23]([C:27](=[O:28])[OH:29])[CH2:24][CH2:25][CH2:26]1>>[NH:1]([c:2]1[cH:3][cH:4][c:5]([CH3:21])[c:6](-[c:8]2[cH:9][cH:10][c:11]([C:14](=[O:15])[NH:16][CH2:17][CH:18]3[CH2:19][CH2:20]3)[cH:12][cH:13]2)[cH:7]1)[C:27]([CH:23]1[O:22][CH2:26][CH2:25][CH2:24]1)=[O:28]. The reactants are C(C)(C)(C)OC(N(CC1C(CNCC1)C1=CC=CC=C1)[C@H](C)C1=CC(=CC=C1)OC)=O (tert-butyl[(1R)-1-(3-methoxyphenyl)ethyl][(3-phenylpiperidin-4-yl)methyl]carbamate), ClC=1C(=NC=C(C(=O)OCC)C1)Cl (ethyl 5,6-dichloronicotinate), C([O-])([O-])=O.[K+].[K+] (potassium carbonate), CS(=O)C (DMSO). The solvent is O (water). Run at temperature 100 celsius, time 8 hour. Yields the product C(C)(C)(C)OC(=O)N([C@H](C)C1=CC(=CC=C1)OC)CC1C(CN(CC1)C1=NC=C(C(=O)OCC)C=C1Cl)C1=CC=CC=C1 (ethyl 6-[4-({(tert-butoxycarbonyl)[(1R)-1-(3-methoxyphenyl)ethyl]amino}methyl)-3-phenylpiperidin-1-yl]-5-chloronicotinate). Isolated yield 77.4%. As a reaction SMILES: [C:1]([O:5][C:6](=[O:31])[N:7]([C@@H:21]([C:23]1[CH:28]=[CH:27][CH:26]=[C:25]([O:29][CH3:30])[CH:24]=1)[CH3:22])[CH2:8][CH:9]1[CH2:14][CH2:13][NH:12][CH2:11][CH:10]1[C:15]1[CH:20]=[CH:19][CH:18]=[CH:17][CH:16]=1)([CH3:4])([CH3:3])[CH3:2].[Cl:32][C:33]1[C:34](Cl)=[N:35][CH:36]=[C:37]([CH:43]=1)[C:38]([O:40][CH2:41][CH3:42])=[O:39].C(=O)([O-])[O-].[K+].[K+].CS(C)=O>O>[C:1]([O:5][C:6]([N:7]([CH2:8][CH:9]1[CH2:14][CH2:13][N:12]([C:34]2[C:33]([Cl:32])=[CH:43][C:37]([C:38]([O:40][CH2:41][CH3:42])=[O:39])=[CH:36][N:35]=2)[CH2:11][CH:10]1[C:15]1[CH:20]=[CH:19][CH:18]=[CH:17][CH:16]=1)[C@@H:21]([C:23]1[CH:28]=[CH:27][CH:26]=[C:25]([O:29][CH3:30])[CH:24]=1)[CH3:22])=[O:31])([CH3:4])([CH3:2])[CH3:3] |f:2.3.4|. Procedure: To a mixture of 119 mg of the crude tert-butyl[(1R)-1-(3-methoxyphenyl)ethyl][(3-phenylpiperidin-4-yl)methyl]carbamate, 62 mg of ethyl 5,6-dichloronicotinate, and 39 mg of potassium carbonate was added 1.0 mL of DMSO at room temperature, and the mixed solution was stirred at 100° C. overnight. After cooling to room temperature, to the reaction mixture was added water, followed by extraction with ethyl acetate, and the organic layer was then dried over anhydrous sodium sulfate. After filtration, ... Starting materials: C(#N)C(C)(C)C=1C=C(C(=O)NC2=CC(=C(C=C2)C)OC2=CC=C(C=C2)[N+](=O)[O-])C=CC1 (3-(1-cyano-1-methylethyl)-N-[4-methyl-3-(4-nitrophenoxy)phenyl]benzamide). Reagents/catalysts: [C].[Pd] (palladium carbon). The product is NC1=CC=C(OC=2C=C(C=CC2C)NC(C2=CC(=CC=C2)C(C)(C)C#N)=O)C=C1 (N-[3-(4-aminophenoxy)-4-methylphenyl]-3-(1-cyano-1-methylethyl)benzamide). The yield is 100.1%. As a reaction SMILES: [C:1]([C:3]([C:6]1[CH:7]=[C:8]([CH:29]=[CH:30][CH:31]=1)[C:9]([NH:11][C:12]1[CH:17]=[CH:16][C:15]([CH3:18])=[C:14]([O:19][C:20]2[CH:25]=[CH:24][C:23]([N+:26]([O-])=O)=[CH:22][CH:21]=2)[CH:13]=1)=[O:10])([CH3:5])[CH3:4])#[N:2]>[C].[Pd]>[NH2:26][C:23]1[CH:22]=[CH:21][C:20]([O:19][C:14]2[CH:13]=[C:12]([NH:11][C:9](=[O:10])[C:8]3[CH:29]=[CH:30][CH:31]=[C:6]([C:3]([C:1]#[N:2])([CH3:5])[CH3:4])[CH:7]=3)[CH:17]=[CH:16][C:15]=2[CH3:18])=[CH:25][CH:24]=1 |f:1.2|. Reported procedure: Using 3-(1-cyano-1-methylethyl)-N-[4-methyl-3-(4-nitrophenoxy)phenyl]benzamide (2.08 g, 5.0 mmol) and 10%-palladium carbon (0.5 g), and in the same manner as in Example A25(iv), the title compound (1.93 g, quantitative) was obtained as a pink amorphous substance.